From a dataset of the Open Reaction Database (ORD), a public repository of structured organic reaction records. describe an organic reaction: reactants, conditions, products, and yield Product: ClC1=CC=C(CC2=C(OC=3N(C(N(C(C32)=O)CCCOC3OCCCC3)=O)COCC[Si](C)(C)C)C3=CC(=CC=C3)Cl)C=C1 (5-(4-chlorobenzyl)-6-(3-chlorophenyl)-3-(3-(tetrahydro-2H-pyran-2-yloxy)propyl)-1-((2-(trimethylsilyl)ethoxy)methyl) furo[2,3-d]pyrimidine-2,4(1H,3H)-dione). Reactants: ClC1=CC=C(CC2=C(OC=3N(C(NC(C32)=O)=O)COCC[Si](C)(C)C)C3=CC(=CC=C3)Cl)C=C1 (5-(4-chlorobenzyl)-6-(3-chlorophenyl)-1-((2-(trimethylsilyl)ethoxy)methyl)furo[2,3-d]pyrimidine-2,4(1H,3H)-dione), BrCCCOC1OCCCC1 (2-(3-bromopropoxy)tetrahydro-2H-pyran), C(=O)([O-])[O-].[K+].[K+] (K2CO3). The solvent is CN(C)C=O (DMF), CC(OCC)=O (EA), O (water). Reported procedure: To a solution of 5-(4-chlorobenzyl)-6-(3-chlorophenyl)-1-((2-(trimethylsilyl)ethoxy)methyl)furo[2,3-d]pyrimidine-2,4(1H,3H)-dione (25.88 mg, 0.01 mmol) in DMF (3 mL) was added 2-(3-bromopropoxy)tetrahydro-2H-pyran (11.2 mg, 0.05 mmol) and K2CO3 (6.9 mg, 0.05 mmol). The reaction was stirred at 60° C. for 2 h, cooled to RT, then was diluted with EA (12 mL) and water (4 mL). The organic layer was washed with brine (3 mL), dried over Na2SO4, and concentrated to a residue which was purified by chroma... Conditions: temperature 60 celsius, time 2 hour. Reaction SMILES: [Cl:1][C:2]1[CH:34]=[CH:33][C:5]([CH2:6][C:7]2[C:15]3[C:14](=[O:16])[NH:13][C:12](=[O:17])[N:11]([CH2:18][O:19][CH2:20][CH2:21][Si:22]([CH3:25])([CH3:24])[CH3:23])[C:10]=3[O:9][C:8]=2[C:26]2[CH:31]=[CH:30][CH:29]=[C:28]([Cl:32])[CH:27]=2)=[CH:4][CH:3]=1.Br[CH2:36][CH2:37][CH2:38][O:39][CH:40]1[CH2:45][CH2:44][CH2:43][CH2:42][O:41]1.C([O-])([O-])=O.[K+].[K+]>CN(C=O)C.CC(=O)OCC.O>[Cl:1][C:2]1[CH:3]=[CH:4][C:5]([CH2:6][C:7]2[C:15]3[C:14](=[O:16])[N:13]([CH2:36][CH2:37][CH2:38][O:39][CH:40]4[CH2:45][CH2:44][CH2:43][CH2:42][O:41]4)[C:12](=[O:17])[N:11]([CH2:18][O:19][CH2:20][CH2:21][Si:22]([CH3:25])([CH3:24])[CH3:23])[C:10]=3[O:9][C:8]=2[C:26]2[CH:31]=[CH:30][CH:29]=[C:28]([Cl:32])[CH:27]=2)=[CH:33][CH:34]=1 |f:2.3.4|. Yield: 151.6%. The reactants are O=C1CCC(=O)N1Br, Cc1nnccc1Oc1cccnc1N, CN(C)C=O, O. Yields the product Cc1nnccc1Oc1cc(Br)cnc1N. Reaction SMILES: [Br:16][N:17]1[C:18](=[O:19])[CH2:20][CH2:21][C:22]1=[O:23].[CH3:1][c:2]1[n:3][n:4][cH:5][cH:6][c:7]1[O:8][c:9]1[c:10]([NH2:15])[n:11][cH:12][cH:13][cH:14]1.[O:24]=[CH:25][N:26]([CH3:27])[CH3:28].[OH2:29]>>[CH3:1][c:2]1[n:3][n:4][cH:5][cH:6][c:7]1[O:8][c:9]1[c:10]([NH2:15])[n:11][cH:12][c:13]([Br:16])[cH:14]1. Reactants: C, CCOC(C)=O, COCN(C(C)c1ccc(F)c(OCC2CC2)c1)S(=O)(=O)CCC=CCO, [Pd]. Product: COCN(C(C)c1ccc(F)c(OCC2CC2)c1)S(=O)(=O)CCCCCO. RXN SMILES: [C:34].[CH3:28][CH2:29][O:30][C:31](=[O:32])[CH3:33].[CH:1]1([CH2:4][O:5][c:6]2[cH:7][c:8]([CH:13]([CH3:14])[N:15]([S:16](=[O:17])(=[O:18])[CH2:19][CH2:20][CH:21]=[CH:22][CH2:23][OH:24])[CH2:25][O:26][CH3:27])[cH:9][cH:10][c:11]2[F:12])[CH2:2][CH2:3]1.[Pd:35]>>[CH:1]1([CH2:4][O:5][c:6]2[cH:7][c:8]([CH:13]([CH3:14])[N:15]([S:16](=[O:17])(=[O:18])[CH2:19][CH2:20][CH2:21][CH2:22][CH2:23][OH:24])[CH2:25][O:26][CH3:27])[cH:9][cH:10][c:11]2[F:12])[CH2:2][CH2:3]1. The reactants are C(C)(C)NC(=O)[C@H]1CC[C@H](CC1)N1\C(\NC=2C=NC(=CC21)OCCN2CCCCC2)=N\C(=O)C=2C=CC1=C(SC=C1)C2 ((E)-N-(1-(cis-4-(isopropylcarbamoyl)cyclohexyl)-6-(2-(piperidin-1-yl)ethoxy)-1H-imidazo[4,5-c]pyridin-2(3H)-ylidene)benzo[b]thiophene-6-carboxamide), FC1=C(C=C(C(=O)O)C=C1)C(F)(F)F (4-fluoro-3-(trifluoromethyl)benzoic acid). Yields the product FC1=C(C=C(C(=O)/N=C\2/N(C3=C(C=NC(=C3)OCCN3CCCCC3)N2)[C@@H]2CC[C@@H](CC2)C(NC(C)C)=O)C=C1)C(F)(F)F ((E)-4-fluoro-N-(1-(cis-4-(isopropylcarbamoyl)cyclohexyl)-6-(2-(piperidin-1-yl)ethoxy)-1H-imidazo[4,5-c]pyridin-2(3H)-ylidene)-3-(trifluoromethyl)benzamide). Yield: 43.8%. RXN SMILES: [CH:1]([NH:4][C:5]([C@@H:7]1[CH2:12][CH2:11][C@H:10]([N:13]2[C:21]3[CH:20]=[C:19]([O:22][CH2:23][CH2:24][N:25]4[CH2:30][CH2:29][CH2:28][CH2:27][CH2:26]4)[N:18]=[CH:17][C:16]=3[NH:15]/[C:14]/2=[N:31]\C(C2C=CC3C=CSC=3C=2)=O)[CH2:9][CH2:8]1)=[O:6])([CH3:3])[CH3:2].[F:43][C:44]1[CH:52]=[CH:51][C:47]([C:48]([OH:50])=O)=[CH:46][C:45]=1[C:53]([F:56])([F:55])[F:54]>>[F:43][C:44]1[CH:52]=[CH:51][C:47]([C:48](/[N:31]=[C:14]2/[N:13]([C@H:10]3[CH2:9][CH2:8][C@@H:7]([C:5](=[O:6])[NH:4][CH:1]([CH3:2])[CH3:3])[CH2:12][CH2:11]3)[C:21]3[CH:20]=[C:19]([O:22][CH2:23][CH2:24][N:25]4[CH2:30][CH2:29][CH2:28][CH2:27][CH2:26]4)[N:18]=[CH:17][C:16]=3[NH:15]/2)=[O:50])=[CH:46][C:45]=1[C:53]([F:56])([F:55])[F:54]. Procedure: The title compound was prepared using a method analogous to the preparation of (E)-N-(1-(cis-4-(isopropylcarbamoyl)cyclohexyl)-6-(2-(piperidin-1-yl)ethoxy)-1H-imidazo[4,5-c]pyridin-2(3H)-ylidene)benzo[b]thiophene-6-carboxamide, using 4-fluoro-3-(trifluoromethyl)benzoic acid. The material was purified via preparative HPLC (0.1% NH4OH in ACN/H2O) to provide (E)-4-fluoro-N-(1-(cis-4-(isopropylcarbamoyl)cyclohexyl)-6-(2-(piperidin-1-yl)ethoxy)-1H-imidazo[4,5-c]pyridin-2(3H)-ylidene)-3-(trifluorometh... Reactants: CC(C)c1c(C(=O)NCc2ccc(F)c(F)c2)c2ccc(O)cc2n1Cc1ccccc1, IC1CCOC1, [K+], [K+], [Na+], O=C([O-])[O-], CN(C)C=O, [OH-]. The product is CC(C)c1c(C(=O)NCc2ccc(F)c(F)c2)c2ccc(OC3CCOC3)cc2n1Cc1ccccc1. As a reaction SMILES: [CH2:1]([c:2]1[cH:3][cH:4][cH:5][cH:6][cH:7]1)[n:8]1[c:9]([CH:30]([CH3:31])[CH3:32])[c:10]([C:18](=[O:19])[NH:20][CH2:21][c:22]2[cH:23][c:24]([F:29])[c:25]([F:28])[cH:26][cH:27]2)[c:11]2[cH:12][cH:13][c:14]([OH:17])[cH:15][c:16]12.[I:41][CH:42]1[CH2:43][O:44][CH2:45][CH2:46]1.[K+:33].[K+:34].[Na+:40].[O-:35][C:36]([O-:37])=[O:38].[O:47]=[CH:48][N:49]([CH3:50])[CH3:51].[OH-:39]>>[CH2:1]([c:2]1[cH:3][cH:4][cH:5][cH:6][cH:7]1)[n:8]1[c:9]([CH:30]([CH3:31])[CH3:32])[c:10]([C:18](=[O:19])[NH:20][CH2:21][c:22]2[cH:23][c:24]([F:29])[c:25]([F:28])[cH:26][cH:27]2)[c:11]2[cH:12][cH:13][c:14]([O:17][CH:42]3[CH2:43][O:44][CH2:45][CH2:46]3)[cH:15][c:16]12. Reaction SMILES: [N:1]1[C:2]([C:6]2[CH:11]=[N:10][CH:9]=[CH:8][N:7]=2)=[N:3][CH2:4][CH:5]=1.[H-].[Na+].Cl[CH2:15][O:16][CH2:17][CH2:18][Si:19]([CH3:22])([CH3:21])[CH3:20]>CN(C=O)C>[CH3:20][Si:19]([CH3:22])([CH3:21])[CH2:18][CH2:17][O:16][CH2:15][N:1]1[CH:5]=[CH:4][N:3]=[C:2]1[C:6]1[CH:11]=[N:10][CH:9]=[CH:8][N:7]=1 |f:1.2|. Reactants: N=1C(=NCC1)C1=NC=CN=C1 (2-(4H-imidazol-2-yl)pyrazine), [H-].[Na+] (sodium hydride), ClCOCC[Si](C)(C)C ([2-(chloromethoxy)ethyl](trimethyl)silane). Conditions: temperature 40 celsius, time 2 hour. The yield is 62.4%. Run in CN(C)C=O (DMF). Product: C[Si](CCOCN1C(=NC=C1)C1=NC=CN=C1)(C)C (2-(1-{[2-(Trimethylsilyl)ethoxy]methyl}-1H-imidazol-2-yl)pyrazine). Procedure details: To a solution of 2-(4H-imidazol-2-yl)pyrazine (0.75 g, 5.1 mmol) in DMF (7 mL) was added sodium hydride (60% dispersion in oil, 0.42 g, 10.3 mmol) and the reaction stirred at 40° C. for 2 hours. [2-(chloromethoxy)ethyl](trimethyl)silane (1.71 g, 10.3 mmol) was added and the reaction was stirred at 40° C. for a further 3 hours The reaction mixture was partitioned between EtOAc and water and the layers separated. The aqueous layers was extracted with EtOAc (×2) and the combined organic layers were... Reactants: COc1ccc(S(=O)(=O)NC2(C(=O)NOCc3ccccc3)CCCC2)cc1, CO, [Pd]. Yields the product COc1ccc(S(=O)(=O)NC2(C(=O)NO)CCCC2)cc1. Reaction SMILES: [CH2:1]([c:2]1[cH:3][cH:4][cH:5][cH:6][cH:7]1)[O:8][NH:9][C:10](=[O:11])[C:12]1([NH:17][S:18](=[O:19])(=[O:20])[c:21]2[cH:22][cH:23][c:24]([O:27][CH3:28])[cH:25][cH:26]2)[CH2:13][CH2:14][CH2:15][CH2:16]1.[CH3:29][OH:30].[Pd:31]>>[OH:8][NH:9][C:10](=[O:11])[C:12]1([NH:17][S:18](=[O:19])(=[O:20])[c:21]2[cH:22][cH:23][c:24]([O:27][CH3:28])[cH:25][cH:26]2)[CH2:13][CH2:14][CH2:15][CH2:16]1. Product: Fc1ccc(COC2CCCNC2)cc1F. Reaction SMILES: [CH3:24][CH2:25][O:26][CH2:27][CH3:28].[CH3:29][OH:30].[F:1][c:2]1[cH:3][c:4]([CH2:9][O:10][CH:11]2[CH2:12][N:13]([C:17]([O:18][C:19]([CH3:20])([CH3:21])[CH3:22])=[O:23])[CH2:14][CH2:15][CH2:16]2)[cH:5][cH:6][c:7]1[F:8]>>[F:1][c:2]1[cH:3][c:4]([CH2:9][O:10][CH:11]2[CH2:12][NH:13][CH2:14][CH2:15][CH2:16]2)[cH:5][cH:6][c:7]1[F:8]. Starting materials: CCOCC, CO, CC(C)(C)OC(=O)N1CCCC(OCc2ccc(F)c(F)c2)C1.